Dataset: the Open Reaction Database (ORD), a public repository of structured organic reaction records. Task: describe an organic reaction: reactants, conditions, products, and yield The reactants are O=C([O-])O, [Na+], C1CCOC1, COc1ccc(S(=O)(=O)Nc2ccccc2-c2ccccc2C(C)O)cc1, O=C(O)C(F)(F)F, c1ccc(P(c2ccccc2)c2ccccc2)cc1. Product: COc1ccc(S(=O)(=O)N2c3ccccc3-c3ccccc3C2C)cc1. Reaction SMILES: [C:54](=[O:55])([OH:56])[O-:57].[Na+:58].[O:59]1[CH2:60][CH2:61][CH2:62][CH2:63]1.[OH:1][CH:2]([CH3:3])[c:4]1[c:5](-[c:10]2[c:11]([NH:16][S:17](=[O:18])(=[O:19])[c:20]3[cH:21][cH:22][c:23]([O:26][CH3:27])[cH:24][cH:25]3)[cH:12][cH:13][cH:14][cH:15]2)[cH:6][cH:7][cH:8][cH:9]1.[OH:47][C:48]([C:49]([F:50])([F:51])[F:52])=[O:53].[c:28]1([P:29]([c:30]2[cH:31][cH:32][cH:33][cH:34][cH:35]2)[c:36]2[cH:37][cH:38][cH:39][cH:40][cH:41]2)[cH:42][cH:43][cH:44][cH:45][cH:46]1>>[CH:2]1([CH3:3])[c:4]2[c:5]([cH:6][cH:7][cH:8][cH:9]2)-[c:10]2[c:11]([cH:12][cH:13][cH:14][cH:15]2)[N:16]1[S:17](=[O:18])(=[O:19])[c:20]1[cH:21][cH:22][c:23]([O:26][CH3:27])[cH:24][cH:25]1. Reactants: C(C(=O)O)S (thioglycollic acid), CS(=O)(=O)OCCC#C (but-3-ynyl methanesulphonate). Product: C(CC#C)SCC(=O)O (2-(But-3-ynylthio)acetic acid). RXN SMILES: [CH2:1]([SH:5])[C:2]([OH:4])=[O:3].CS(O[CH2:11][CH2:12][C:13]#[CH:14])(=O)=O>>[CH2:14]([S:5][CH2:1][C:2]([OH:4])=[O:3])[CH2:13][C:12]#[CH:11]. Procedure details: 2-(But-3-ynylthio)acetic acid was prepared from thioglycollic acid and but-3-ynyl methanesulphonate using the methodology described in stage (i) of Example XIII. RXN SMILES: [CH2:1]([C:3]1[C:4](=[O:23])[N:5](C2C=CC(OC)=CC=2)[CH2:6][C:7]=1[C:8]1[CH:13]=[CH:12][C:11]([F:14])=[CH:10][CH:9]=1)[CH3:2].S([O-])([O-])=O.[Na+].[Na+].C(=O)(O)[O-].[Na+]>O.C(#N)C>[CH2:1]([C:3]1[C:4](=[O:23])[NH:5][CH2:6][C:7]=1[C:8]1[CH:13]=[CH:12][C:11]([F:14])=[CH:10][CH:9]=1)[CH3:2] |f:1.2.3,4.5|. Conditions: time 30 minute. The solvent is O (water), C(C)#N (acetonitrile). Reported procedure: A solution of ceric ammonium nitrate (542 g, 0.99 mol) in water (1L) is added dropwise over 45 minutes to a suspension of 3-ethyl-4-(4-fluorophenyl)-1,5-dihydro-1-(4-methoxyphenyl)-2H-pyrrol-2-one (103 g, 0.33 mol) in acetonitrile (2 L), while the temperature of the reaction mixture is maintained at 0°-10° C. After stirring 30 minutes sodium sulfite (125 g) is added. The mixture is stirred 30 minutes more and sodium bicarbonate (83 g) is added. After stirring an additional 30 minutes the mixture... Reactants: ceric ammonium nitrate, C(C)C=1C(N(CC1C1=CC=C(C=C1)F)C1=CC=C(C=C1)OC)=O (3-ethyl-4-(4-fluorophenyl)-1,5-dihydro-1-(4-methoxyphenyl)-2H-pyrrol-2-one), C([O-])(O)=O.[Na+] (sodium bicarbonate), S(=O)([O-])[O-].[Na+].[Na+] (sodium sulfite). Product: C(C)C=1C(NCC1C1=CC=C(C=C1)F)=O (3-Ethyl-4-(4-fluorophenyl)-1,5-dihydro-2H-pyrrol-2-one). Reactants: CC(C)C[AlH]CC(C)C, CON(C)C(=O)c1ccc2nnn(C(C)C)c2c1, Cc1ccccc1. The product is CC(C)n1nnc2ccc(C=O)cc21. As a reaction SMILES: [CH3:19][CH:20]([CH2:21][AlH:22][CH2:23][CH:24]([CH3:25])[CH3:26])[CH3:27].[CH3:1][O:2][N:3]([C:4](=[O:5])[c:6]1[cH:7][c:8]2[c:9]([n:10][n:11][n:12]2[CH:13]([CH3:14])[CH3:15])[cH:16][cH:17]1)[CH3:18].[CH3:28][c:29]1[cH:30][cH:31][cH:32][cH:33][cH:34]1>>[CH:4](=[O:5])[c:6]1[cH:7][c:8]2[c:9]([n:10][n:11][n:12]2[CH:13]([CH3:14])[CH3:15])[cH:16][cH:17]1. Starting materials: CC(C)(C)[Si](C)(C)OCC1CN(C(=O)C(F)(F)F)CC1c1ccccc1, CS(C)=O, ClCCl, O=C(Cl)C(=O)Cl. The product is O=C(N1CC(CO)C(c2ccccc2)C1)C(F)(F)F. RXN SMILES: [C:11]([Si:12]([CH3:13])([CH3:14])[O:16][CH2:17][CH:18]1[CH2:19][N:20]([C:29]([C:30]([F:31])([F:32])[F:33])=[O:34])[CH2:21][CH:22]1[c:23]1[cH:24][cH:25][cH:26][cH:27][cH:28]1)([CH3:15])([CH3:35])[CH3:36].[CH3:1][S:2]([CH3:3])=[O:4].[Cl:37][CH2:38][Cl:39].[Cl:5][C:6]([C:7]([Cl:8])=[O:9])=[O:10]>>[OH:16][CH2:17][CH:18]1[CH2:19][N:20]([C:29]([C:30]([F:31])([F:32])[F:33])=[O:34])[CH2:21][CH:22]1[c:23]1[cH:24][cH:25][cH:26][cH:27][cH:28]1.